Dataset: the Open Reaction Database (ORD), a public repository of structured organic reaction records. Task: describe an organic reaction: reactants, conditions, products, and yield Reactants: CCOC(=O)c1ccc2c(c1)CC(C)(C)C(c1cccc(NC(C)C)c1)N2, CC(=O)O, N#CO[Na], O. Yields the product CCOC(=O)c1ccc2c(c1)CC(C)(C)C(c1cccc(N(C(N)=O)C(C)C)c1)N2. RXN SMILES: [CH2:1]([CH3:2])[O:3][C:4](=[O:5])[c:6]1[cH:7][c:8]2[c:13]([cH:14][cH:15]1)[NH:12][CH:11]([c:16]1[cH:17][c:18]([NH:22][CH:23]([CH3:24])[CH3:25])[cH:19][cH:20][cH:21]1)[C:10]([CH3:26])([CH3:27])[CH2:9]2.[CH3:32][C:33](=[O:34])[OH:35].[Na:28][O:29][C:30]#[N:31].[OH2:36]>>[CH2:1]([CH3:2])[O:3][C:4](=[O:5])[c:6]1[cH:7][c:8]2[c:13]([cH:14][cH:15]1)[NH:12][CH:11]([c:16]1[cH:17][c:18]([N:22]([CH:23]([CH3:24])[CH3:25])[C:30](=[O:29])[NH2:31])[cH:19][cH:20][cH:21]1)[C:10]([CH3:26])([CH3:27])[CH2:9]2. Reactants: BrC1=CC=2C3=C(C=NC2C=C1)N(C(N3C=3C(=NN(C3)CC(=O)O)C)=O)C ([4-(8-bromo-3-methyl-2-oxo-2,3-dihydro-imidazo[4,5-c]quinolin-1-yl)-3-methyl-pyrazol-1-yl]-acetic acid), COC1=NC=C(C=C1)B(O)O (2-methoxypyridine-5-boronic acid). Reagents/catalysts: Cl[Pd]([P](C1=CC=CC=C1)(C2=CC=CC=C2)C3=CC=CC=C3)([P](C4=CC=CC=C4)(C5=CC=CC=C5)C6=CC=CC=C6)Cl (PdCl2(PPh3)2), CO (MeOH). The solvent is CN(C)C=O (DMF), C(=O)([O-])[O-].[K+].[K+] (K2CO3). Conditions: temperature 105 celsius, time 1.25 hour. The product is COC1=CC=C(C=N1)C1=CC=2C3=C(C=NC2C=C1)N(C(N3C=3C(=NN(C3)CC(=O)O)C)=O)C ({4-[8-(6-Methoxy-pyridin-3-yl)-3-methyl-2-oxo-2,3-dihydro-imidazo[4,5-c]quinolin-1-yl]-3-methyl-pyrazol-1-yl}-acetic acid), TFA-salt. RXN SMILES: Br[C:2]1[CH:11]=[CH:10][C:9]2[N:8]=[CH:7][C:6]3[N:12]([CH3:26])[C:13](=[O:25])[N:14]([C:15]4[C:16]([CH3:24])=[N:17][N:18]([CH2:20][C:21]([OH:23])=[O:22])[CH:19]=4)[C:5]=3[C:4]=2[CH:3]=1.[CH3:27][O:28][C:29]1[CH:34]=[CH:33][C:32](B(O)O)=[CH:31][N:30]=1>CN(C=O)C.C([O-])([O-])=O.[K+].[K+].CO.Cl[Pd](Cl)([P](C1C=CC=CC=1)(C1C=CC=CC=1)C1C=CC=CC=1)[P](C1C=CC=CC=1)(C1C=CC=CC=1)C1C=CC=CC=1>[CH3:27][O:28][C:29]1[N:30]=[CH:31][C:32]([C:2]2[CH:11]=[CH:10][C:9]3[N:8]=[CH:7][C:6]4[N:12]([CH3:26])[C:13](=[O:25])[N:14]([C:15]5[C:16]([CH3:24])=[N:17][N:18]([CH2:20][C:21]([OH:23])=[O:22])[CH:19]=5)[C:5]=4[C:4]=3[CH:3]=2)=[CH:33][CH:34]=1 |f:3.4.5,^1:53,72|. Procedure details: A mixture of [4-(8-bromo-3-methyl-2-oxo-2,3-dihydro-imidazo[4,5-c]quinolin-1-yl)-3-methyl-pyrazol-1-yl]-acetic acid (Stage 101.1.1b, 161 mg, 0.387 mmol), 2-methoxypyridine-5-boronic acid (Aldrich, Buchs, Switzerland, 77 mg, 0.503 mmol), and PdCl2(PPh3)2 (17 mg, 0.024 mmol) in DMF (4.0 ml) and 1 M aqueous K2CO3 (1.16 ml) was stirred under argon at 105° C. for 1.25 h. The RM was cooled to rt. The mixture was diluted with MeOH+3 drops TFA and purified directly by Prep.HPLC (H2O (0.1% TFA)/CH3CN 95:... Reactants: ClC1=CC=2C3=C(NC2C=C1)CCN(C3)C (8-chloro-2,3,4,5-tetrahydro-2-methyl-1H-pyrido[4,3-b]indole), FC(C1=NC=C(C=N1)C=C)(F)F (2-(trifluoromethyl)-5-vinylpyrimidine), [OH-].[K+] (KOH). The solvent is CN1CCCC1=O (NMP). Product: ClC1=CC=2C3=C(N(C2C=C1)CCC=1C=NC(=NC1)C(F)(F)F)CCN(C3)C (8-chloro-5-(2-(2-(trifluoromethyl)pyrimidin-5-yl)ethyl)-2,3,4,5-tetrahydro-2-methyl-1H-pyrido[4,3-b]indole). As a reaction SMILES: [Cl:1][C:2]1[CH:10]=[CH:9][C:8]2[NH:7][C:6]3[CH2:11][CH2:12][N:13]([CH3:15])[CH2:14][C:5]=3[C:4]=2[CH:3]=1.[F:16][C:17]([F:27])([F:26])[C:18]1[N:23]=[CH:22][C:21]([CH:24]=[CH2:25])=[CH:20][N:19]=1.[OH-].[K+]>CN1C(=O)CCC1>[Cl:1][C:2]1[CH:10]=[CH:9][C:8]2[N:7]([CH2:25][CH2:24][C:21]3[CH:22]=[N:23][C:18]([C:17]([F:26])([F:16])[F:27])=[N:19][CH:20]=3)[C:6]3[CH2:11][CH2:12][N:13]([CH3:15])[CH2:14][C:5]=3[C:4]=2[CH:3]=1 |f:2.3|. Procedure: The title compound is prepared from a mixture of 8-chloro-2,3,4,5-tetrahydro-2-methyl-1H-pyrido[4,3-b]indole, 2-(trifluoromethyl)-5-vinylpyrimidine and KOH (5-7 equiv) in NMP at a temperature ranging between 25 deg C. to 100 deg C. The product obtained is isolated by preparative HPLC.